Dataset: the Open Reaction Database (ORD), a public repository of structured organic reaction records. Task: describe an organic reaction: reactants, conditions, products, and yield Reactants: FC=1C=C(C=CC1)[C@@H](CC(CC(=O)OC)=O)C=C (methyl (5S)-5-(3-fluorophenyl)-3-oxohept-6-enoate), C(C)(=O)NC1=CC=C(C=C1)S(=O)(=O)[NH-] (4-acetamidobenzenesulfonyl amide), C(C)(=O)NC1=CC=C(C=C1)S(=O)(=O)N=[N+]=[N-] (4-acetamidobenzenesulfonyl azide), [N-]=[N+]=[N-] (azide). Solvent: C(C)N(CC)CC (Triethylamine), ClCCCl (1,2-dichloroethane). Conditions: temperature 21 celsius, time 9 hour. Yields the product FC=1C=C(C=CC1)[C@@H](CC(C(C(=O)OC)=[N+]=[N-])=O)C=C (Methyl (5S)-5-(3-fluorophenyl)-2-diazo-3-oxohept-6-enoate). RXN SMILES: [F:1][C:2]1[CH:3]=[C:4]([C@H:8]([CH:17]=[CH2:18])[CH2:9][C:10](=[O:16])[CH2:11][C:12]([O:14][CH3:15])=[O:13])[CH:5]=[CH:6][CH:7]=1.C(NC1C=CC(S([N:32]=[N+:33]=[N-])(=O)=O)=CC=1)(=O)C.[N-]=[N+]=[N-].C(NC1C=CC(S([NH-])(=O)=O)=CC=1)(=O)C>C(N(CC)CC)C.ClCCCl>[F:1][C:2]1[CH:3]=[C:4]([C@H:8]([CH:17]=[CH2:18])[CH2:9][C:10](=[O:16])[C:11](=[N+:32]=[N-:33])[C:12]([O:14][CH3:15])=[O:13])[CH:5]=[CH:6][CH:7]=1. Reported procedure: A 50 L, 4-necked round bottom flask, equipped with mechanical stirrer, thermocouple, addition funnel, nitrogen inlet, and steam pot, was charged with a solution of methyl (5S)-5-(3-fluorophenyl)-3-oxohept-6-enoate 8 (8823 g of solution, 1300 g of ketoester in 1,2-dichloroethane). Additional 1,2-dichloroethane (7 L) was charged to the flask, followed by 4-acetamidobenzenesulfonyl azide (1.25 kg). The solution was heated from about 18° C. to 21° C. with steam. (Note: the dissolution of azide was e... The reactants are C(C)(C)(C)OC(=O)N1CCN(CC1)CC1=CC=C(C=C1)[C@H]1COC=2C(=NC=CC2)O1 (4-[(S)-4-(2,3-dihydro-[1,4]dioxino[2,3-b]pyridin-3-yl)-benzyl]-piperazine-1-carboxylic acid tert-butyl ester), Cl.[C@@H]12N(C[C@@H](NC1)C2)C(=O)N ((1S,4S)-2,5-Diaza-bicyclo[2.2.1]heptane-2-carboxylic acid amide hydrochloride). Product: O1C[C@@H](OC2=NC=CC=C21)C2=CC=C(CN1[C@@H]3CN([C@H](C1)C3)C(=O)N)C=C2 ((1S,4S)-5-[(S)-4-(2,3-Dihydro-[1,4]dioxino[2,3-b]pyridin-3-yl)-benzyl]-2,5-diaza-bicyclo[2.2.1]heptane-2-carboxylic acid amide). As a reaction SMILES: C(OC(N1CCN([CH2:14][C:15]2[CH:20]=[CH:19][C:18]([C@@H:21]3[O:30][C:25]4=[N:26][CH:27]=[CH:28][CH:29]=[C:24]4[O:23][CH2:22]3)=[CH:17][CH:16]=2)CC1)=O)(C)(C)C.Cl.[C@H:32]12[CH2:38][C@H:35]([NH:36][CH2:37]1)[CH2:34][N:33]2[C:39]([NH2:41])=[O:40]>>[O:23]1[C:24]2[C:25](=[N:26][CH:27]=[CH:28][CH:29]=2)[O:30][C@@H:21]([C:18]2[CH:19]=[CH:20][C:15]([CH2:14][N:36]3[CH2:37][C@@H:32]4[CH2:38][C@H:35]3[CH2:34][N:33]4[C:39]([NH2:41])=[O:40])=[CH:16][CH:17]=2)[CH2:22]1 |f:1.2|. Reported procedure: Compound 268 is synthesized from Intermediate C and Intermediate P according to General Method J. (LC/MS method 16: ES+ m/z 367.3 [M+H]+, Rt=0.27 min)